This data is from the Open Reaction Database (ORD), a public repository of structured organic reaction records. The task is: describe an organic reaction: reactants, conditions, products, and yield The reactants are OC1=C(C(=O)C2=CC=CC=C2)C=CC(=C1)O (2,4-dihydroxybenzophenone), ClC=1C=CC(=C(C1)N(C(OC(C)(C)C)=O)C)[N+](=O)[O-] (t-butyl N-(5-chloro-2-nitrophenyl)-N-methylcarbamate), [H-].[Na+] (sodium hydride). Run in CN(C=O)C (N,N-dimethylformamide). Product: C(C1=CC=CC=C1)(=O)C1=C(C=C(OC=2C=CC(=C(C2)N(C(OC(C)(C)C)=O)C)[N+](=O)[O-])C=C1)O (t-Butyl N-[5-(4-benzoyl-3-hydroxyphenoxy)-2-nitrophenyl]-N-methylcarbamate). The yield is 22.6%. RXN SMILES: [OH:1][C:2]1[CH:15]=[C:14]([OH:16])[CH:13]=[CH:12][C:3]=1[C:4]([C:6]1[CH:11]=[CH:10][CH:9]=[CH:8][CH:7]=1)=[O:5].Cl[C:18]1[CH:19]=[CH:20][C:21]([N+:33]([O-:35])=[O:34])=[C:22]([N:24]([CH3:32])[C:25](=[O:31])[O:26][C:27]([CH3:30])([CH3:29])[CH3:28])[CH:23]=1.[H-].[Na+]>CN(C)C=O>[C:4]([C:3]1[CH:12]=[CH:13][C:14]([O:16][C:18]2[CH:19]=[CH:20][C:21]([N+:33]([O-:35])=[O:34])=[C:22]([N:24]([CH3:32])[C:25](=[O:31])[O:26][C:27]([CH3:28])([CH3:29])[CH3:30])[CH:23]=2)=[CH:15][C:2]=1[OH:1])(=[O:5])[C:6]1[CH:11]=[CH:10][CH:9]=[CH:8][CH:7]=1 |f:2.3|. Procedure: In a similar manner to that described in Reference Example 6, a reaction was carried out using 2,4-dihydroxybenzophenone (4.5 g), t-butyl N-(5-chloro-2-nitrophenyl)-N-methylcarbamate (6.0 g), sodium hydride (55 wt. %, 1.75 g) and anhydrous N,N-dimethylformamide (130 ml) and the reaction mixture was purified to give the title compound (2.2 g). Starting materials: CCO, CCOC(=O)C(C)(C)c1nc2ccc(NCCCN3CCN(C(c4ccccc4)c4ccccc4)CC3)nn2c1Cl, Cl, Cl, Cl, [Na+], [OH-]. Yields the product CC(C)(C(=O)O)c1nc2ccc(NCCCN3CCN(C(c4ccccc4)c4ccccc4)CC3)nn2c1Cl. As a reaction SMILES: [CH3:47][CH2:48][OH:49].[Cl:4][c:5]1[c:6]([C:37]([C:38](=[O:39])[O:40][CH2:41][CH3:42])([CH3:43])[CH3:44])[n:7][c:8]2[n:9]1[n:10][c:11]([NH:14][CH2:15][CH2:16][CH2:17][N:18]1[CH2:19][CH2:20][N:21]([CH:24]([c:25]3[cH:26][cH:27][cH:28][cH:29][cH:30]3)[c:31]3[cH:32][cH:33][cH:34][cH:35][cH:36]3)[CH2:22][CH2:23]1)[cH:12][cH:13]2.[ClH:1].[ClH:2].[ClH:3].[Na+:46].[OH-:45]>>[Cl:4][c:5]1[c:6]([C:37]([C:38](=[O:39])[OH:40])([CH3:43])[CH3:44])[n:7][c:8]2[n:9]1[n:10][c:11]([NH:14][CH2:15][CH2:16][CH2:17][N:18]1[CH2:19][CH2:20][N:21]([CH:24]([c:25]3[cH:26][cH:27][cH:28][cH:29][cH:30]3)[c:31]3[cH:32][cH:33][cH:34][cH:35][cH:36]3)[CH2:22][CH2:23]1)[cH:12][cH:13]2. Starting materials: Cl.O1CCOCC1 (HCl dioxane), C(C)(C)(C)OC(=O)NCCNC1=NC=CC=C1 (2-[[2-(tert-butoxycarbonyl)amino-1-ethyl]amino]pyridine). Run in C(Cl)Cl (CH2Cl2). Conditions: time 2 hour. Yields the product Cl.Cl.NCCNC1=NC=CC=C1 (2-[(2-Amino-1-ethyl)amino]pyridine dihydrochloride). Isolated yield 95.0%. As a reaction SMILES: [ClH:1].O1CCOCC1.C(OC([NH:15][CH2:16][CH2:17][NH:18][C:19]1[CH:24]=[CH:23][CH:22]=[CH:21][N:20]=1)=O)(C)(C)C>C(Cl)Cl>[ClH:1].[ClH:1].[NH2:15][CH2:16][CH2:17][NH:18][C:19]1[CH:24]=[CH:23][CH:22]=[CH:21][N:20]=1 |f:0.1,4.5.6|. Procedure details: 4 N HCl/dioxane (54 mL) was added in a stream to a solution of 2-[[2-(tert-butoxycarbonyl)amino-1-ethyl]amino]pyridine (5.09 g, 21.45 mmole) in anhydrous CH2Cl2 (54 mL) at 0° C. under argon, then the mixture was warmed to RT. After 2 hr, the mixture was cooled to 0° C. and suction filtered. The solid was washed extensively with anhydrous Et2O and dried in high vacuum at 40° C. to afford the title compound (4.27 g, 95%) as an off-white, somewhat hygroscopic solid: 1H NMR (400 MHz, CD3OD) δ7.99-8.... Reactants: Cl.NN=CC1=CC=C(CC2C(N(C(C2)=O)CC(=O)O)=O)C=C1 ({3-[4-(aminoiminomethyl)benzyl]-2,5-dioxopyrrolidin-1-yl}acetic acid hydrochloride), Cl.COC([C@@H](N)CC1=CNC2=CC=CC=C12)=O (L-tryptophan methyl ester hydrochloride). Product: COC([C@@H](NC(CN1C(C(CC1=O)CC1=CC=C(C=C1)C=NN)=O)=O)CC1=CNC2=CC=CC=C12)=O ({3-[4-(Aminoiminomethyl)benzyl]-2,5-dioxopyrrolidin-1-yl}acetyl-L-tryptophan methyl ester). Reaction SMILES: Cl.[NH2:2][N:3]=[CH:4][C:5]1[CH:22]=[CH:21][C:8]([CH2:9][CH:10]2[CH2:14][C:13](=[O:15])[N:12]([CH2:16][C:17]([OH:19])=O)[C:11]2=[O:20])=[CH:7][CH:6]=1.Cl.[CH3:24][O:25][C:26](=[O:39])[C@H:27]([CH2:29][C:30]1[C:38]2[C:33](=[CH:34][CH:35]=[CH:36][CH:37]=2)[NH:32][CH:31]=1)[NH2:28]>>[CH3:24][O:25][C:26](=[O:39])[C@H:27]([CH2:29][C:30]1[C:38]2[C:33](=[CH:34][CH:35]=[CH:36][CH:37]=2)[NH:32][CH:31]=1)[NH:28][C:17](=[O:19])[CH2:16][N:12]1[C:13](=[O:15])[CH2:14][CH:10]([CH2:9][C:8]2[CH:7]=[CH:6][C:5]([CH:4]=[N:3][NH2:2])=[CH:22][CH:21]=2)[C:11]1=[O:20] |f:0.1,2.3|. Procedure: 403 mg of {3-[4-(aminoiminomethyl)benzyl]-2,5-dioxopyrrolidin-1-yl}acetic acid hydrochloride are coupled with 356.6 mg of L-tryptophan methyl ester hydrochloride by the process described above. After working up and chromatographic purification, 270 mg of {3-[4-(aminoiminomethyl)benzyl]-2,5-dioxopyrrolidin-1-yl}acetyl-L-tryptophan methyl ester are obtained. The reactants are CN(C=1OC2=C(N1)C=C(C=C2)Cl)C2=CC=C(OC(C(=O)OCC)C)C=C2 (Ethyl 2-{4-[N-methyl-N-(5-chloro-2-benzoxazolyl)amino]phenoxy}propionate), [OH-].[Na+] (sodium hydroxide). The solvent is C(C)(C)O (isopropyl alcohol), O (water), C(C)(C)O (isopropyl alcohol). Run at time 48 hour. Product: CN(C=1OC2=C(N1)C=C(C=C2)Cl)C2=CC=C(OC(C(=O)O)C)C=C2 (2-{4-[N-Methyl-N-(5-chloro-2-benzoxazolyl)amino]phenoxy}propionic acid). The yield is 63.0%. RXN SMILES: [CH3:1][N:2]([C:13]1[CH:26]=[CH:25][C:16]([O:17][CH:18]([CH3:24])[C:19]([O:21]CC)=[O:20])=[CH:15][CH:14]=1)[C:3]1[O:4][C:5]2[CH:11]=[CH:10][C:9]([Cl:12])=[CH:8][C:6]=2[N:7]=1.[OH-].[Na+]>C(O)(C)C.O>[CH3:1][N:2]([C:13]1[CH:26]=[CH:25][C:16]([O:17][CH:18]([CH3:24])[C:19]([OH:21])=[O:20])=[CH:15][CH:14]=1)[C:3]1[O:4][C:5]2[CH:11]=[CH:10][C:9]([Cl:12])=[CH:8][C:6]=2[N:7]=1 |f:1.2|. Procedure details: Ethyl 2-{4-[N-methyl-N-(5-chloro-2-benzoxazolyl)amino]phenoxy}propionate (10.0 g; see Example 7) was suspended in isopropyl alcohol (50 ml) and a solution of sodium hydroxide (1.12 g) in water (50 ml) was added over a period of 45 minutes. Further isopropyl alcohol (60 ml) was added and the mixture was stirred at room temperature for a period of 48 hours. The alcohol was removed by distillation under reduced pressure, the residue was dissolved in water and the aqueous solution was acidified to p... Starting materials: O=C([O-])[O-], CB1CCCC(C)(C)O1, Nc1ccc(C(F)(F)F)cc1I, [K+], [K+], CN(C)C=O, c1ccc(P(c2ccccc2)(c2ccccc2)[Pd](P(c2ccccc2)(c2ccccc2)c2ccccc2)(P(c2ccccc2)(c2ccccc2)c2ccccc2)P(c2ccccc2)(c2ccccc2)c2ccccc2)cc1. Product: Cc1cc(C(F)(F)F)ccc1N. Reaction SMILES: [C:22](=[O:23])([O-:24])[O-:25].[CH3:13][C:14]1([CH3:15])[CH2:16][CH2:17][CH2:18][B:19]([CH3:20])[O:21]1.[I:1][c:2]1[c:3]([NH2:4])[cH:5][cH:6][c:7]([C:9]([F:10])([F:11])[F:12])[cH:8]1.[K+:26].[K+:27].[O:28]=[CH:29][N:30]([CH3:31])[CH3:32].[cH:33]1[cH:34][cH:35][c:36]([P:37]([Pd:38]([P:39]([c:40]2[cH:41][cH:42][cH:43][cH:44][cH:45]2)([c:46]2[cH:47][cH:48][cH:49][cH:50][cH:51]2)[c:52]2[cH:53][cH:54][cH:55][cH:56][cH:57]2)([P:58]([c:59]2[cH:60][cH:61][cH:62][cH:63][cH:64]2)([c:65]2[cH:66][cH:67][cH:68][cH:69][cH:70]2)[c:71]2[cH:72][cH:73][cH:74][cH:75][cH:76]2)[P:77]([c:78]2[cH:79][cH:80][cH:81][cH:82][cH:83]2)([c:84]2[cH:85][cH:86][cH:87][cH:88][cH:89]2)[c:90]2[cH:91][cH:92][cH:93][cH:94][cH:95]2)([c:96]2[cH:97][cH:98][cH:99][cH:100][cH:101]2)[c:102]2[cH:103][cH:104][cH:105][cH:106][cH:107]2)[cH:108][cH:109]1>>[c:2]1([CH3:13])[c:3]([NH2:4])[cH:5][cH:6][c:7]([C:9]([F:10])([F:11])[F:12])[cH:8]1. Starting materials: C(C)(=O)O[BH-](OC(C)=O)OC(C)=O.[Na+] (Sodium triacetoxyborohydride), C([O-])(O)=O.[Na+] (sodium bicarbonate), [N+](=O)([O-])C1=CC=C(C=O)C=C1 (4-Nitrobenzaldehyde), N1C(=CC2=CC=CC=C12)C=1C=CC(=C(C1)N)OC (5-(1H-indol-2-yl)-2-methoxy-phenylamine). Solvent: C(Cl)Cl (methylene chloride), C(C)(=O)O (acetic acid). Conditions: time 1 hour. Product: N1C(=CC2=CC=CC=C12)C=1C=CC(=C(C1)NCC1=CC=C(C=C1)[N+](=O)[O-])OC ([5-(1H-Indol-2-yl)-2-methoxy-phenyl]-(4-nitro-benzyl)-amine). Isolated yield 38.8%. RXN SMILES: [N+:1]([C:4]1[CH:11]=[CH:10][C:7]([CH:8]=O)=[CH:6][CH:5]=1)([O-:3])=[O:2].[NH:12]1[C:20]2[C:15](=[CH:16][CH:17]=[CH:18][CH:19]=2)[CH:14]=[C:13]1[C:21]1[CH:22]=[CH:23][C:24]([O:28][CH3:29])=[C:25]([NH2:27])[CH:26]=1.C(O[BH-](OC(=O)C)OC(=O)C)(=O)C.[Na+].C(=O)(O)[O-].[Na+]>C(Cl)Cl.C(O)(=O)C>[NH:12]1[C:20]2[C:15](=[CH:16][CH:17]=[CH:18][CH:19]=2)[CH:14]=[C:13]1[C:21]1[CH:22]=[CH:23][C:24]([O:28][CH3:29])=[C:25]([NH:27][CH2:8][C:7]2[CH:10]=[CH:11][C:4]([N+:1]([O-:3])=[O:2])=[CH:5][CH:6]=2)[CH:26]=1 |f:2.3,4.5|. Procedure: 4-Nitrobenzaldehyde (0.302 g, 2.0 mmol) was added to a stirred mixture of 5-(1H-indol-2-yl)-2-methoxy-phenylamine (0.476 g, 2.0 mmol) in methylene chloride (125 mL), followed by acetic acid (0.2 g). The resulting mixture was stirred at room temperature for 1 hour. Sodium triacetoxyborohydride (0.46 g, 2.2 mmol) was added in one portion, and the resulting homogeneous solution was stirred at room temperature for 4 days. Saturated aqueous sodium bicarbonate solution (100 mL) was added and the mixtu... The reactants are BrCCC(=O)N1CC(CCC1)C(=O)O (1-(3-bromopropanoyl)piperidine-3-carboxylic acid), Cl.CC1=CC=C(C=C1)NN (4-methylphenylhydrazine hydrochloride), CN1CCC(CC1)=O (N-methyl-4-piperidone). The solvent is C(C)N(CC)CC (triethylamine). Product: CN1CC2=C(N(C=3C=CC(=CC23)C)CCC(=O)N2CC(CCC2)C(=O)O)CC1 (1-(3-(1,2,3,4-tetrahydro-2,8-dimethylpyrido[4,3-b]indol-5-yl)propanoyl)piperidine-3-carboxylic acid). As a reaction SMILES: Br[CH2:2][CH2:3][C:4]([N:6]1[CH2:11][CH2:10][CH2:9][CH:8]([C:12]([OH:14])=[O:13])[CH2:7]1)=[O:5].Cl.[CH3:16][C:17]1[CH:22]=[CH:21][C:20]([NH:23]N)=[CH:19][CH:18]=1.[CH3:25][N:26]1[CH2:31][CH2:30][C:29](=O)[CH2:28][CH2:27]1>C(N(CC)CC)C>[CH3:25][N:26]1[CH2:31][CH2:30][C:29]2[N:23]([CH2:2][CH2:3][C:4]([N:6]3[CH2:11][CH2:10][CH2:9][CH:8]([C:12]([OH:14])=[O:13])[CH2:7]3)=[O:5])[C:20]3[CH:19]=[CH:18][C:17]([CH3:16])=[CH:22][C:21]=3[C:28]=2[CH2:27]1 |f:1.2|. Procedure details: The title compound is prepared by following Method 8 by using 1-(3-bromopropanoyl)piperidine-3-carboxylic acid, 4-methylphenylhydrazine hydrochloride, triethylamine and N-methyl-4-piperidone. The reactants are O (Water), BrC1=NC(=NN1C(CCO[Si](C)(C)C(C)(C)C)C1=CC=CC=C1)[N+](=O)[O-] (5-bromo-1-(3-(tert-butyldimethylsilyloxy)-1-phenylpropyl)-3-nitro-1H-1,2,4-triazole), [F-].C(CCC)[N+](CCCC)(CCCC)CCCC (tetrabutyl ammonium fluoride). The solvent is O1CCCC1 (tetrahydrofurane), O1CCCC1 (tetrahydrofurane). The product is [N+](=O)([O-])C1=NN2C(OCCC2C2=CC=CC=C2)=N1 (2-Nitro-7-phenyl-6,7-dihydro-5H-[1,2,4]triazolo[5,1-b][1,3]oxazine), solid. The yield is 61.0%. Reaction SMILES: Br[C:2]1[N:6]([CH:7]([C:18]2[CH:23]=[CH:22][CH:21]=[CH:20][CH:19]=2)[CH2:8][CH2:9][O:10][Si](C(C)(C)C)(C)C)[N:5]=[C:4]([N+:24]([O-:26])=[O:25])[N:3]=1.[F-].C([N+](CCCC)(CCCC)CCCC)CCC.O>O1CCCC1>[N+:24]([C:4]1[N:3]=[C:2]2[O:10][CH2:9][CH2:8][CH:7]([C:18]3[CH:23]=[CH:22][CH:21]=[CH:20][CH:19]=3)[N:6]2[N:5]=1)([O-:26])=[O:25] |f:1.2|. Procedure details: To a solution of 5-bromo-1-(3-(tert-butyldimethylsilyloxy)-1-phenylpropyl)-3-nitro-1H-1,2,4-triazole (510 mg, 1.16 mmol) in tetrahydrofurane (11.6 mL) was added under an atmosphere of nitrogen at room temperature 1 M tetrabutyl ammonium fluoride solution in tetrahydrofurane (3.47 mL, 3.47 mmol). The yellow solution was stirred at room temperature over night. Water was added and the aqueous phase was extracted twice with ethyl acetate. The combined organic layers were washed with saturated aqueou...